This data is from the Open Reaction Database (ORD), a public repository of structured organic reaction records. The task is: describe an organic reaction: reactants, conditions, products, and yield The reactants are CC(=O)Nc1c(S(=O)(=O)c2ccc(F)cc2)ccc(NC(=O)C(C)(O)C(F)(F)F)c1Cl, CC#N, NCCO. Product: CC(=O)Nc1c(S(=O)(=O)c2ccc(NCCO)cc2)ccc(NC(=O)C(C)(O)C(F)(F)F)c1Cl. RXN SMILES: [C:1]([CH3:2])(=[O:3])[NH:4][c:5]1[c:6]([Cl:31])[c:7]([NH:21][C:22]([C:23]([C:24]([F:25])([F:26])[F:27])([CH3:28])[OH:29])=[O:30])[cH:8][cH:9][c:10]1[S:11](=[O:12])(=[O:13])[c:14]1[cH:15][cH:16][c:17]([F:20])[cH:18][cH:19]1.[CH3:36][C:37]#[N:38].[NH2:32][CH2:33][CH2:34][OH:35]>>[C:1]([CH3:2])(=[O:3])[NH:4][c:5]1[c:6]([Cl:31])[c:7]([NH:21][C:22]([C:23]([C:24]([F:25])([F:26])[F:27])([CH3:28])[OH:29])=[O:30])[cH:8][cH:9][c:10]1[S:11](=[O:12])(=[O:13])[c:14]1[cH:15][cH:16][c:17]([NH:32][CH2:33][CH2:34][OH:35])[cH:18][cH:19]1. Reactants: ClCC(=O)C=1C=C(C(O)=CC1)O (4-chloroacetyl-catechol), C(C)O (ethanol), C(=O)[O-].[Na+] (sodium formate). Run in C(=O)O (formic acid), O (water), O (water). Reaction conditions: temperature 100 celsius. Yields the product OCC(=O)C=1C=C(C(O)=CC1)O (4-hydroxyacetyl-catechol). Isolated yield 82.6%. As a reaction SMILES: Cl[CH2:2][C:3]([C:5]1[CH:6]=[C:7]([OH:12])[C:8](=[CH:10][CH:11]=1)[OH:9])=[O:4].C([OH:15])C.C([O-])=O.[Na+]>O.C(O)=O>[OH:15][CH2:2][C:3]([C:5]1[CH:6]=[C:7]([OH:12])[C:8](=[CH:10][CH:11]=1)[OH:9])=[O:4] |f:2.3|. Procedure: A 1 liter reactor equipped with a reflux condenser and magnetic stirring bar was charged under argon with 45 g of 4-chloroacetyl-catechol of a purity of ca. 90%, 260 ml of ethanol, 130 ml of water, 38 g of sodium formate and 17 ml (˜21 g) of formic acid. The stirred mixture was heated under reflux (˜100° C.) for 24 hours. Under vacuum a part of the solvents was distilled off. The remaining solution of about 100 ml was acidified by addition of 35.5 g of conc. hydrochloric acid (37%) resulting in ... The reactants are BrCCOC=1C=C(C=CC1)C1=NOC2=C1SC=C2 (3-[3-(2-bromo-ethoxy)-phenyl]-thieno[2,3-d]isoxazole), C([O-])([O-])=O.[K+].[K+] (potassium carbonate), ClC1=CC=C(CN)C=C1 (4-chlorobenzylamine). Solvent: C(C)#N (acetonitrile). The product is ClC1=CC=C(CNCCOC2=CC(=CC=C2)C2=NOC3=C2SC=C3)C=C1 ((4-chloro-benzyl)-[2-(3-thieno[2,3-d]isoxazol-3-yl-phenoxy)-ethyl]-amine). RXN SMILES: Br[CH2:2][CH2:3][O:4][C:5]1[CH:6]=[C:7]([C:11]2[C:15]3[S:16][CH:17]=[CH:18][C:14]=3[O:13][N:12]=2)[CH:8]=[CH:9][CH:10]=1.C(=O)([O-])[O-].[K+].[K+].[Cl:25][C:26]1[CH:33]=[CH:32][C:29]([CH2:30][NH2:31])=[CH:28][CH:27]=1>C(#N)C>[Cl:25][C:26]1[CH:33]=[CH:32][C:29]([CH2:30][NH:31][CH2:2][CH2:3][O:4][C:5]2[CH:10]=[CH:9][CH:8]=[C:7]([C:11]3[C:15]4[S:16][CH:17]=[CH:18][C:14]=4[O:13][N:12]=3)[CH:6]=2)=[CH:28][CH:27]=1 |f:1.2.3|. Procedure details: The title compound is prepared from 3-[3-(2-bromo-ethoxy)-phenyl]-thieno[2,3-d]isoxazole, potassium carbonate, 4-chlorobenzylamine and acetonitrile essentially as described above in example 18 except that the column is eluted using a gradient of 40% ethyl acetate in heptane, to 100% ethyl acetate. Purity by LC/MS (APCI)=100%, [M+H]+=385.